Task: describe an organic reaction: reactants, conditions, products, and yield. Dataset: the Open Reaction Database (ORD), a public repository of structured organic reaction records Starting materials: N1=C(NN2C(N=C3C=CC=CC3=C21)=O)C(=O)OCC (ethyl 1,2,4-triazolo[1,5-c]quinazolin-5-one-2-carboxylate), [H-].[Na+] (NaH), ice water, CI (methyl iodide). The solvent is CN(C=O)C (dimethylformamide), CN(C=O)C (dimethylformamide). Reaction conditions: time 2 hour. The product is CN1C(N2C(C=3C=CC=CC13)=NC(=N2)C(=O)OCC)=O (Ethyl 6-methyl-1,2,4-triazolo[1,5-c]quinazolin-5-one-2-carboxylate). Reaction SMILES: [N:1]1[C:13]2[N:4]([C:5](=[O:14])[N:6]=[C:7]3[C:12]=2[CH:11]=[CH:10][CH:9]=[CH:8]3)[NH:3][C:2]=1[C:15]([O:17][CH2:18][CH3:19])=[O:16].[H-].[Na+].[CH3:22]I>CN(C)C=O>[CH3:22][N:6]1[C:7]2[CH:8]=[CH:9][CH:10]=[CH:11][C:12]=2[C:13]2=[N:1][C:2]([C:15]([O:17][CH2:18][CH3:19])=[O:16])=[N:3][N:4]2[C:5]1=[O:14] |f:1.2|. Procedure: 12.0 g (0.047 mole) of ethyl 1,2,4-triazolo[1,5-c]quinazolin-5-one-2-carboxylate in 100 ml of absolute dimethylformamide were added dropwise to a suspension of 0.053 mole of NaH in 100 ml of absolute dimethylformamide at room temperature. After 2 hours, 7.5 g (0.053 mole) of methyl iodide were added, and the mixture was stirred overnight at room temperature and then poured into 400 ml of ice water. The precipitate was filtered off under suction and dried. Yield: 6.6 g (52%), mp.: 258° C. The product is BrC1=CC=2N3C4=C(C=C(C=C4SC2C=C1)OC)C(C(=C3)C)=O (10-bromo-5-methoxy-2-methyl-3H-pyrido [3,2,1-kl]phenothiazin-3-one). Starting materials: CI (methyl iodide), [H-].[Na+] (sodium hydride), C1CCOC1 (THF), BrC1=CC=2N3C4=C(C=C(C=C4SC2C=C1)OC)C(C(=C3)CC=3C=NC=CC3)=O (10-bromo-5-methoxy-2-(3-pyridylmethyl)-3H-pyrido[3,2,1-kl]phenothiazin-3-one). The yield is 11.0%. Solvent: O (water), CS(=O)C (DMSO), CS(=O)C (DMSO). Reaction SMILES: [H-].[Na+].C1COCC1.[Br:8][C:9]1[CH:22]=[CH:21][C:20]2[S:19][C:18]3[C:13]4=[C:14]([C:25](=[O:35])[C:26]([CH2:28]C5C=NC=CC=5)=[CH:27][N:12]4[C:11]=2[CH:10]=1)[CH:15]=[C:16]([O:23][CH3:24])[CH:17]=3.CI>CS(C)=O.O>[Br:8][C:9]1[CH:22]=[CH:21][C:20]2[S:19][C:18]3[C:13]4=[C:14]([C:25](=[O:35])[C:26]([CH3:28])=[CH:27][N:12]4[C:11]=2[CH:10]=1)[CH:15]=[C:16]([O:23][CH3:24])[CH:17]=3 |f:0.1|. Run at temperature 0 celsius, time 1 hour. Procedure: A solution of sodium hydride(840 mg) in DMSO(200 mL) was stirred at 60-70° C. for 30 min. After addition of THF (60 mL), the mixture was cooled down to 0° C. To the mixture were added dropwise a solution in DMSO of the compound (7g) obtained in Example 36 <step 2>, then methyl iodide (1.33 mL). After stirring for 1 hour, the mixture was diluted with water and extracted with ethyl acetate. The organic layer was washed with water and brine and dried over anhydrous sodium sulfate. The solvent was e... Starting materials: CC(C)O, N#Cc1ccc(-c2cnc(Cl)o2)cc1, Nc1cccc(-c2nnn[nH]2)c1. The product is N#Cc1ccc(-c2cnc(Nc3cccc(-c4nnn[nH]4)c3)o2)cc1. As a reaction SMILES: [CH3:27][CH:28]([OH:29])[CH3:30].[Cl:1][c:2]1[o:3][c:4](-[c:7]2[cH:8][cH:9][c:10]([C:11]#[N:12])[cH:13][cH:14]2)[cH:5][n:6]1.[nH:15]1[n:16][n:17][n:18][c:19]1-[c:20]1[cH:21][c:22]([NH2:23])[cH:24][cH:25][cH:26]1>>[c:2]1([NH:23][c:22]2[cH:21][c:20](-[c:19]3[n:15][n:16][n:17][nH:18]3)[cH:26][cH:25][cH:24]2)[o:3][c:4](-[c:7]2[cH:8][cH:9][c:10]([C:11]#[N:12])[cH:13][cH:14]2)[cH:5][n:6]1. Starting materials: ClCCl, CC(C)=O, [I-], [Na+], Cc1ccc(S(=O)(=O)OCc2c([N+](=O)[O-])cccc2C(F)(F)F)cc1. Yields the product O=[N+]([O-])c1cccc(C(F)(F)F)c1CI. Reaction SMILES: [CH2:32]([Cl:33])[Cl:34].[CH3:28][C:29](=[O:30])[CH3:31].[I-:27].[Na+:26].[O:1]([S:2]([c:3]1[cH:4][cH:5][c:6]([CH3:7])[cH:8][cH:9]1)(=[O:10])=[O:11])[CH2:12][c:13]1[c:14]([C:22]([F:23])([F:24])[F:25])[cH:15][cH:16][cH:17][c:18]1[N+:19](=[O:20])[O-:21]>>[CH2:12]([c:13]1[c:14]([C:22]([F:23])([F:24])[F:25])[cH:15][cH:16][cH:17][c:18]1[N+:19](=[O:20])[O-:21])[I:27].